Dataset: the Open Reaction Database (ORD), a public repository of structured organic reaction records. Task: describe an organic reaction: reactants, conditions, products, and yield The reactants are NC=1C2=C(N=CN1)N(C=C2C2=CC(=C(C=C2)NC(OC2=CC=CC=C2)=O)OC)C2CCOCC2 (Phenyl N-[4-(4-amino-7-tetrahydro-2H-4-pyranyl-7H-pyrrolo[2,3-d]pyrimidin-5-yl)-2-methoxyphenyl]carbamate), C1C(OCO1)CO (glycerol formal). Solvent: N1=CC=CC=C1 (pyridine). Reaction conditions: temperature 100 celsius. Yields the product NC=1C2=C(N=CN1)N(C=C2C2=CC(=C(C=C2)NC(OC2COCC2)=O)OC)C2CCOCC2 (tetrahydro-3-furanyl N-[4-(4-amino-7-tetrahydro-2H-4-pyranyl-7H-pyrrolo[2,3-d]pyrimidin-5-yl)-2-methoxyphenyl]carbamate). As a reaction SMILES: [NH2:1][C:2]1[C:3]2[C:10]([C:11]3[CH:16]=[CH:15][C:14]([NH:17][C:18](=[O:26])[O:19][C:20]4[CH:25]=CC=[CH:22][CH:21]=4)=[C:13]([O:27][CH3:28])[CH:12]=3)=[CH:9][N:8]([CH:29]3[CH2:34][CH2:33][O:32][CH2:31][CH2:30]3)[C:4]=2[N:5]=[CH:6][N:7]=1.C1OC[O:37]C1CO>N1C=CC=CC=1>[NH2:1][C:2]1[C:3]2[C:10]([C:11]3[CH:16]=[CH:15][C:14]([NH:17][C:18](=[O:26])[O:19][CH:20]4[CH2:21][CH2:22][O:37][CH2:25]4)=[C:13]([O:27][CH3:28])[CH:12]=3)=[CH:9][N:8]([CH:29]3[CH2:30][CH2:31][O:32][CH2:33][CH2:34]3)[C:4]=2[N:5]=[CH:6][N:7]=1. Procedure: Phenyl N-[4-(4-amino-7-tetrahydro-2H-4-pyranyl-7H-pyrrolo[2,3-d]pyrimidin-5-yl)-2-methoxyphenyl]carbamate (30 mg, 0.065 mmol) was mixed glycerol formal (0.05 mL) in pyridine (0.5 mL). The reaction mixture was heated at 100° C. overnight. The solvent was removed and the residue was purified by preparative reverse phase PHLC to give tetrahydro-3-furanyl N-[4-(4-amino-7-tetrahydro-2H-4-pyranyl-7H-pyrrolo[2,3-d]pyrimidin-5-yl)-2-methoxyphenyl]carbamate (2 mg, 0.004 mmol). 1H NMR (CDCl-d) δ 2.06(m, 4... Reactants: FC(C=1C=C(C(=O)N2CCC3(C(C(NC3=O)=O)C3=CC=CC=C3)CC2)C=C(C1)C(F)(F)F)(F)F ((rac)-8-(3,5-bis-trifluoromethyl-benzoyl)-4-phenyl-2,8-diaza-spiro[4.5]decane-1,3-dione), CI (methyl iodide). Yields the product FC(C=1C=C(C(=O)N2CCC3(C(C(N(C3=O)C)=O)C3=CC=CC=C3)CC2)C=C(C1)C(F)(F)F)(F)F ((rac)-8-(3,5-Bis-trifluoromethyl-benzoyl)-2-methyl-4-phenyl-2,8-diaza-spiro[4.5]decane-1,3-dione). As a reaction SMILES: [F:1][C:2]([F:34])([F:33])[C:3]1[CH:4]=[C:5]([CH:26]=[C:27]([C:29]([F:32])([F:31])[F:30])[CH:28]=1)[C:6]([N:8]1[CH2:25][CH2:24][C:11]2([C:15](=[O:16])[NH:14][C:13](=[O:17])[CH:12]2[C:18]2[CH:23]=[CH:22][CH:21]=[CH:20][CH:19]=2)[CH2:10][CH2:9]1)=[O:7].[CH3:35]I>>[F:32][C:29]([F:30])([F:31])[C:27]1[CH:26]=[C:5]([CH:4]=[C:3]([C:2]([F:1])([F:33])[F:34])[CH:28]=1)[C:6]([N:8]1[CH2:9][CH2:10][C:11]2([C:15](=[O:16])[N:14]([CH3:35])[C:13](=[O:17])[CH:12]2[C:18]2[CH:19]=[CH:20][CH:21]=[CH:22][CH:23]=2)[CH2:24][CH2:25]1)=[O:7]. Procedure: The title compound, MS: m/e=499.2 (M+H+), was prepared in accordance with the general method of example 121 from (rac)-8-(3,5-bis-trifluoromethyl-benzoyl)-4-phenyl-2,8-diaza-spiro[4.5]decane-1,3-dione and methyl iodide. Reactants: ClC=1C=C(C=CC1OC(C)C)C1=NC(=NO1)C1=CC2=C(CCN(CC2)C(=O)OC(C)(C)C)C=C1 (1,1-dimethylethyl 7-(5-{3-chloro-4-[(1-methylethyl)oxy]phenyl}-1,2,4-oxadiazol-3-yl)-1,2,4,5-tetrahydro-3H-3-benzazepine-3-carboxylate), solution. Run in Cl (hydrochloric acid), O1CCOCC1 (dioxane), O1CCOCC1 (1,4-dioxane). The product is Cl.ClC=1C=C(C=CC1OC(C)C)C1=NC(=NO1)C1=CC2=C(CCNCC2)C=C1 (7-(5-{3-Chloro-4-[(1-methylethyl)oxy]phenyl}-1,2,4-oxadiazol-3-yl)-2,3,4,5-tetrahydro-1H-3-benzazepine hydrochloride). Yield: 163.7%. RXN SMILES: [Cl:1][C:2]1[CH:3]=[C:4]([C:12]2[O:16][N:15]=[C:14]([C:17]3[CH:34]=[CH:33][C:20]4[CH2:21][CH2:22][N:23](C(OC(C)(C)C)=O)[CH2:24][CH2:25][C:19]=4[CH:18]=3)[N:13]=2)[CH:5]=[CH:6][C:7]=1[O:8][CH:9]([CH3:11])[CH3:10]>Cl.O1CCOCC1>[ClH:1].[Cl:1][C:2]1[CH:3]=[C:4]([C:12]2[O:16][N:15]=[C:14]([C:17]3[CH:34]=[CH:33][C:20]4[CH2:21][CH2:22][NH:23][CH2:24][CH2:25][C:19]=4[CH:18]=3)[N:13]=2)[CH:5]=[CH:6][C:7]=1[O:8][CH:9]([CH3:11])[CH3:10] |f:3.4|. Reported procedure: A solution of 1,1-dimethylethyl 7-(5-{3-chloro-4-[(1-methylethyl)oxy]phenyl}-1,2,4-oxadiazol-3-yl)-1,2,4,5-tetrahydro-3H-3-benzazepine-3-carboxylate (Preparation 42) (950 mg, 1.963 mmol) in hydrochloric acid (a 4M solution in dioxane, 10 ml, 40.0 mmol) and 1,4-dioxane (10 ml) was stirred at room temperature for 5 hours (a precipitate had formed). The reaction mixture was filtered and washed with dioxane (˜5 ml), and the solid dried under vacuum (pistol) overnight to yield the title compound (711... Reactants: O (water), ClC1=C2C=CC=NC2=C(C(=C1)C(=O)O)O (5-chloro-8-hydroxyquinoline-7-carboxylic acid), ClC1=CC=C(N)C=C1 (4-chloroaniline), P(Cl)(Cl)Cl (PCl3). The solvent is C=1(C(=CC=CC1)C)C (xylene). Conditions: time 15 minute. Product: ClC1=C2C=CC=NC2=C(C(=C1)C(=O)NC1=CC=C(C=C1)Cl)O (5-Chloro-N-(4-chlorophenyl)-8-hydroxy-7-quinolinecarboxamide). Yield: 21.9%. RXN SMILES: [Cl:1][C:2]1[CH:11]=[C:10]([C:12]([OH:14])=O)[C:9]([OH:15])=[C:8]2[C:3]=1[CH:4]=[CH:5][CH:6]=[N:7]2.P(Cl)(Cl)Cl.[Cl:20][C:21]1[CH:27]=[CH:26][C:24]([NH2:25])=[CH:23][CH:22]=1.O>C1(C)C(C)=CC=CC=1>[Cl:1][C:2]1[CH:11]=[C:10]([C:12]([NH:25][C:24]2[CH:26]=[CH:27][C:21]([Cl:20])=[CH:22][CH:23]=2)=[O:14])[C:9]([OH:15])=[C:8]2[C:3]=1[CH:4]=[CH:5][CH:6]=[N:7]2. Procedure details: A suspension of 5-chloro-8-hydroxyquinoline-7-carboxylic acid (0.224 g) of Preparation 3 in 50 mL xylene is heated to reflux. To this is added dropwise PCl3 (0.069 g). After 15 min, 4-chloroaniline (0.128 g) is added. Refluxing is continued overnight. The reaction is then cooled and water is added to destroy excess PCl3. The resulting solid is collected, washed with water and dried. The solid is then partitioned between EtOAc and water. The aqueous layer is extracted with EtOAc (3×). The combine... The reactants are FC1=CC=C(C=C1)CC(=O)NC(OC)=O (methyl 2-(4-fluorophenyl)acetylcarbamate), FC1=CC=C(C=C1)CC(=O)N (4-fluorophenylacetamide), C(C(=O)Cl)(=O)Cl (oxalyl chloride). Solvent: ClC(C)Cl (dichloroethane), ClC(C)Cl (dichloroethane). Reaction conditions: temperature 80 celsius, time 2 day. Yields the product solution, FC1=CC=C(C=C1)CC(=O)N=C=O (2-(4-fluorophenyl)acetyl isocyanate). RXN SMILES: FC1C=CC(CC(N)=O)=CC=1.C(Cl)(=O)C(Cl)=O.[F:18][C:19]1[CH:24]=[CH:23][C:22]([CH2:25][C:26]([NH:28][C:29](=O)[O:30]C)=[O:27])=[CH:21][CH:20]=1>ClC(Cl)C>[F:18][C:19]1[CH:20]=[CH:21][C:22]([CH2:25][C:26]([N:28]=[C:29]=[O:30])=[O:27])=[CH:23][CH:24]=1. Procedure details: To a solution/suspension of 4-fluorophenylacetamide (77 mg, 0.50 mmol, see generally, J. Med. Chem. 2003, 46, 4333–4341, the disclosure of which is herein incorporated by referene) in dichloroethane (2 mL) was added oxalyl chloride (0.175 mL, 2.00 mmol). The reaction was heated at 80° C. for 24 h and then 70° C. for two days. By this time, most of the solids had dissolved and the reaction was yellow. LC/MS analysis found a peak with a molecular weight of 211 corresponding to methyl 2-(4-fluoroph... Reactants: CN(C(C1=CC(=C(C(=C1)OC)OC)OC)=O)CC(CCN1CCC(CC1)C(=O)C1=NC2=C(N1)C=CC=C2)C2=CC=C(C=C2)Cl (N-methyl-N-(4-(4-(1H-benzimidazole-2-carbonyl)piperidin-1-yl)-2-(4-chlorophenyl)butyl)-3,4,5-trimethoxybenzamide), C(C)OCCCl (2-chloroethyl ethyl ether). Product: CN(C(C1=CC(=C(C(=C1)OC)OC)OC)=O)CC(CCN1CCC(CC1)C(=O)C1=NC2=C(N1CCOCC)C=CC=C2)C2=CC=C(C=C2)Cl (N-Methyl-N-(4-(4-(1-(2-ethyoxyethyl)-1H-benzimidazole-2-carbonyl)piperidin-1-yl)-2-(4-chlorophenyl)butyl)-3,4,5-trimethoxybenzamide). RXN SMILES: [CH3:1][N:2]([CH2:17][CH:18]([C:38]1[CH:43]=[CH:42][C:41]([Cl:44])=[CH:40][CH:39]=1)[CH2:19][CH2:20][N:21]1[CH2:26][CH2:25][CH:24]([C:27]([C:29]2[NH:33][C:32]3[CH:34]=[CH:35][CH:36]=[CH:37][C:31]=3[N:30]=2)=[O:28])[CH2:23][CH2:22]1)[C:3](=[O:16])[C:4]1[CH:9]=[C:8]([O:10][CH3:11])[C:7]([O:12][CH3:13])=[C:6]([O:14][CH3:15])[CH:5]=1.[CH2:45]([O:47][CH2:48][CH2:49]Cl)[CH3:46]>>[CH3:1][N:2]([CH2:17][CH:18]([C:38]1[CH:43]=[CH:42][C:41]([Cl:44])=[CH:40][CH:39]=1)[CH2:19][CH2:20][N:21]1[CH2:26][CH2:25][CH:24]([C:27]([C:29]2[N:30]([CH2:46][CH2:45][O:47][CH2:48][CH3:49])[C:31]3[CH:37]=[CH:36][CH:35]=[CH:34][C:32]=3[N:33]=2)=[O:28])[CH2:23][CH2:22]1)[C:3](=[O:16])[C:4]1[CH:9]=[C:8]([O:10][CH3:11])[C:7]([O:12][CH3:13])=[C:6]([O:14][CH3:15])[CH:5]=1. Procedure: Prepare by the method of Example 21.1 using N-methyl-N-(4-(4-(1H-benzimidazole-2-carbonyl)piperidin-1-yl)-2-(4-chlorophenyl)butyl)-3,4,5-trimethoxybenzamide and 2-chloroethyl ethyl ether to give the title compound. Starting materials: C(C)C1=CC2=C(C(C3=C(C=C2)C=C(C=C3)C)C=3C(NC(N(C3)C3=NC(=NC=C3)NCC(=O)NC=3SC=C(N3)CC(=O)O)=O)=O)C=C1 (2-[[4-[5-{2-Ethyl-8-methyl-5H-dibenzo[a,d]cyclohepten-5-yl}-3,4-dihydro-2,4-dioxo-1(2H)-pyrimidinyl]pyrimidin-2-yl amino]acetylamino]-4-thiazoleacetic acid), Cl.COC([C@H]1NCCC1)=O (L-proline methyl ester hydrochloride). Yields the product C(C)C1=CC2=C(C(C3=C(C=C2)C=C(C=C3)C)C=3C(NC(N(C3)C3=NC(=NC=C3)N3[C@H](C(=O)OC)CCC3)=O)=O)C=C1 ((±)-N-[4-[5-{2-Ethyl-8-methyl-5H-dibenzo[a,d]cyclohepten-5-yl}-3,4-dihydro-2,4-dioxo-1(2H)-pyrimidinyl]pyrimidin-2-yl]-L-proline, methyl ester). As a reaction SMILES: [CH2:1]([C:3]1[CH:46]=[CH:45][C:6]2[CH:7]([C:17]3[C:18](=[O:44])[NH:19][C:20](=[O:43])[N:21]([C:23]4[CH:28]=[CH:27][N:26]=[C:25](NCC(NC5SC=C(CC(O)=O)N=5)=O)[N:24]=4)[CH:22]=3)[C:8]3[CH:15]=[CH:14][C:13]([CH3:16])=[CH:12][C:9]=3[CH:10]=[CH:11][C:5]=2[CH:4]=1)[CH3:2].Cl.[CH3:48][O:49][C:50](=[O:56])[C@@H:51]1[CH2:55][CH2:54][CH2:53][NH:52]1>>[CH2:1]([C:3]1[CH:46]=[CH:45][C:6]2[CH:7]([C:17]3[C:18](=[O:44])[NH:19][C:20](=[O:43])[N:21]([C:23]4[CH:28]=[CH:27][N:26]=[C:25]([N:52]5[CH2:53][CH2:54][CH2:55][C@H:51]5[C:50]([O:49][CH3:48])=[O:56])[N:24]=4)[CH:22]=3)[C:8]3[CH:15]=[CH:14][C:13]([CH3:16])=[CH:12][C:9]=3[CH:10]=[CH:11][C:5]=2[CH:4]=1)[CH3:2] |f:1.2|. Procedure: The subtitle compound was prepared from the product of example 15 step (viii) (0.5 g) and L-proline methyl ester hydrochloride (0.265 g) by the method of example 10 step (ii). Purification was by chromatography eluting with 40% ethyl acetate in isohexane. Yield 0.47 g.